This data is from the Open Reaction Database (ORD), a public repository of structured organic reaction records. The task is: describe an organic reaction: reactants, conditions, products, and yield Reactants: CN(C)C=O, CCc1c(OC)cc(OC)c2c1C(=O)N(CCl)S2(=O)=O, [Na], O, Sc1nnnn1-c1ccccc1. The product is CCc1c(OC)cc(OC)c2c1C(=O)N(CSc1nnnn1-c1ccccc1)S2(=O)=O. Reaction SMILES: [CH3:35][N:36]([CH3:37])[CH:38]=[O:39].[Cl:1][CH2:2][N:3]1[S:4](=[O:5])(=[O:6])[c:7]2[c:8]([O:19][CH3:20])[cH:9][c:10]([O:17][CH3:18])[c:11]([CH2:15][CH3:16])[c:12]2[C:13]1=[O:14].[Na:21].[OH2:34].[c:22]1(-[n:28]2[n:29][n:30][n:31][c:32]2[SH:33])[cH:23][cH:24][cH:25][cH:26][cH:27]1>>[CH2:2]([N:3]1[S:4](=[O:5])(=[O:6])[c:7]2[c:8]([O:19][CH3:20])[cH:9][c:10]([O:17][CH3:18])[c:11]([CH2:15][CH3:16])[c:12]2[C:13]1=[O:14])[S:33][c:32]1[n:28](-[c:22]2[cH:23][cH:24][cH:25][cH:26][cH:27]2)[n:29][n:30][n:31]1. Starting materials: C(C)OP(OCC)(=O)CC1=CC(=C(C=C1)OCCO)CC1=CC=C(C=C1)CC ([3-(4-ethylbenzyl)-4-(2-hydroxyethoxy)benzyl]phosphonic acid diethylester), Br[Si](C)(C)C (bromotrimethylsilane), CO (Methanol). Solvent: ClCCl (dichloromethane). Reaction conditions: time 14 hour. Yields the product C(C)C1=CC=C(CC=2C=C(CP(O)(O)=O)C=CC2OCCO)C=C1 ([3-(4-Ethylbenzyl)-4-(2-hydroxyethoxy)benzyl]phosphonic acid). Yield: 84.5%. Reaction SMILES: C([O:3][P:4]([CH2:9][C:10]1[CH:15]=[CH:14][C:13]([O:16][CH2:17][CH2:18][OH:19])=[C:12]([CH2:20][C:21]2[CH:26]=[CH:25][C:24]([CH2:27][CH3:28])=[CH:23][CH:22]=2)[CH:11]=1)(=[O:8])[O:5]CC)C.Br[Si](C)(C)C.CO>ClCCl>[CH2:27]([C:24]1[CH:23]=[CH:22][C:21]([CH2:20][C:12]2[CH:11]=[C:10]([CH:15]=[CH:14][C:13]=2[O:16][CH2:17][CH2:18][OH:19])[CH2:9][P:4](=[O:3])([OH:8])[OH:5])=[CH:26][CH:25]=1)[CH3:28]. Procedure: To a solution of [3-(4-ethylbenzyl)-4-(2-hydroxyethoxy)benzyl]phosphonic acid diethylester (0.70 g) in dichloromethane (11.0 mL) was added bromotrimethylsilane (1.1 mL) at 0° C., and the reaction mixture was stirred for 14 hr at room temperature. Methanol (6.0 mL) was added to the reaction mixture, and the mixture was stirred for 10 min at room temperature. Evaporation of the solvent gave the title compound (0.51 g) as a light gray oil. Starting materials: NC=1C=C(C#N)C=C(C1Cl)N1CC(C1)N1CCN(CC1)C (3-amino-4-chloro-5-(3-(4-methylpiperazin-1-yl)azetidin-1-yl)benzonitrile), C(C)N(C1=NC(=NN2C1=NC=C2C#N)S(=O)(=O)C)CC2=CC=C(C=C2)OC (4-(ethyl(4-methoxybenzyl)amino)-2-(methylsulfonyl)imidazo[2, 1-f][1,2,4]triazine-7-carbonitrile), C(C)N(C1=NC(=NN2C1=NC=C2C#N)S(=O)(=O)C)CC2=CC=C(C=C2)OC (4-(ethyl(4-methoxybenzyl)amino)-2-(methylsulfonyl)imidazo[2, 1-f][1,2,4]triazine-7-carbonitrile), C(=O)([O-])[O-].[Cs+].[Cs+] (Cs2CO3). Solvent: CN(C)C=O (DMF). The product is ClC1=C(C=C(C=C1N1CC(C1)N1CCN(CC1)C)C#N)NC1=NN2C(C(=N1)NCC)=NC=C2C#N (2-((2-chloro-5-cyano-3-(3-(4-methylpiperazin-1-yl)azetidin-1-yl)phenyl)amino)-4-(ethylamino)imidazo[2,1-f][1,2,4]triazine-7-carbonitrile). Reaction SMILES: [NH2:1][C:2]1[CH:3]=[C:4]([CH:7]=[C:8]([N:11]2[CH2:14][CH:13]([N:15]3[CH2:20][CH2:19][N:18]([CH3:21])[CH2:17][CH2:16]3)[CH2:12]2)[C:9]=1[Cl:10])[C:5]#[N:6].[CH2:22]([N:24](CC1C=CC(OC)=CC=1)[C:25]1[C:30]2=[N:31][CH:32]=[C:33]([C:34]#[N:35])[N:29]2[N:28]=[C:27](S(C)(=O)=O)[N:26]=1)[CH3:23].C([O-])([O-])=O.[Cs+].[Cs+]>CN(C=O)C>[Cl:10][C:9]1[C:8]([N:11]2[CH2:12][CH:13]([N:15]3[CH2:16][CH2:17][N:18]([CH3:21])[CH2:19][CH2:20]3)[CH2:14]2)=[CH:7][C:4]([C:5]#[N:6])=[CH:3][C:2]=1[NH:1][C:27]1[N:26]=[C:25]([NH:24][CH2:22][CH3:23])[C:30]2=[N:31][CH:32]=[C:33]([C:34]#[N:35])[N:29]2[N:28]=1 |f:2.3.4|. Procedure details: 3-amino-4-chloro-5-(3-(4-methylpiperazin-1-yl)azetidin-1-yl)benzonitrile (Example 151C) (40 mg, 0.131 mmol), 4-(ethyl(4-methoxybenzyl)amino)-2-(methylsulfonyl)imidazo[2,1-f][1,2,4]triazine-7-carbonitrile (Intermediate 7) (50.5 mg, 0.131 mmol), and Cs2CO3 (128 mg, 0.392 mmol) in DMF were heated at 45° C. for 14 h. LC/MS showed product formation. The mixture was filtered and rinsed with CH2Cl2, then concentrated and the crude was taken forward to the next reaction. Reactants: C(C)(=O)OCC.CO (ethyl acetate methanol), C1(=CCCC1)C1=CC=C(C=C1)/C=C/S(=O)(=O)NC1=C(C=CC=C1)S(=O)(=O)N ((E)-2-(2-(4-Cyclopentenylphenyl)vinylsulfonamido)benzenesulfonamide), [H][H] (hydrogen), CO (MeOH). The solvent is CCOC(=O)C (EtOAc). Yields the product C1(CCCC1)C1=CC=C(C=C1)CCS(=O)(=O)NC1=C(C=CC=C1)S(=O)(=O)N (2-[2-(4-Cyclopentylphenyl)ethylsulfonylamino]benzenesulfonamide). Isolated yield 57.1%. As a reaction SMILES: [C:1]1([C:6]2[CH:11]=[CH:10][C:9](/[CH:12]=[CH:13]/[S:14]([NH:17][C:18]3[CH:23]=[CH:22][CH:21]=[CH:20][C:19]=3[S:24]([NH2:27])(=[O:26])=[O:25])(=[O:16])=[O:15])=[CH:8][CH:7]=2)[CH2:5][CH2:4][CH2:3][CH:2]=1.CO.[H][H].C(OCC)(=O)C.CO>CCOC(C)=O>[CH:1]1([C:6]2[CH:11]=[CH:10][C:9]([CH2:12][CH2:13][S:14]([NH:17][C:18]3[CH:23]=[CH:22][CH:21]=[CH:20][C:19]=3[S:24]([NH2:27])(=[O:25])=[O:26])(=[O:15])=[O:16])=[CH:8][CH:7]=2)[CH2:5][CH2:4][CH2:3][CH2:2]1 |f:3.4|. Procedure details: (E)-2-(2-(4-Cyclopentenylphenyl)vinylsulfonamido)benzenesulfonamide (25.00 mg, 0.06 mmol) was dissolved in EtOAc (1.6 mL) and MeOH (1.6 mL) and hydrogenated under continuous flow hydrogenation conditions (full hydrogen, flow 1 ml/min, ethyl acetate/methanol 1:1 as eluent) at 50° C. using an H-Cube system. The solvent was removed in vacuo and the residue was purified by column chromatography on silica using heptane/ethyl acetate gradient mixtures as eluent (0-100% ethyl acetate) to give the produ...